From a dataset of the Open Reaction Database (ORD), a public repository of structured organic reaction records. describe an organic reaction: reactants, conditions, products, and yield The reactants are C([O-])(O)=O.[Na+] (sodium bicarbonate), BrC=1C=C(C=NC1)OC[C@H]1N(CCC1)C (5-bromo-3-(1-methyl-2-(S)-pyrrolidinylmethoxy)-pyridine), C#CCCCC (1-hexyne), O (Water). The reagents and catalysts are Cl[Pd]([P](C1=CC=CC=C1)(C2=CC=CC=C2)C3=CC=CC=C3)([P](C4=CC=CC=C4)(C5=CC=CC=C5)C6=CC=CC=C6)Cl (bis(triphenylphosphine)palladium(II) chloride), [Cu]I (copper (I) iodide). Run in CCN(CC)CC (NEt3). Product: C(#CCCCC)C=1C=C(C=NC1)OC[C@H]1N(CCC1)C (5-Hexynyl-3-(1-methyl-2-(S)-pyrrolidinylmethoxy)pyridine). Isolated yield 63.9%. As a reaction SMILES: Br[C:2]1[CH:3]=[C:4]([O:8][CH2:9][C@@H:10]2[CH2:14][CH2:13][CH2:12][N:11]2[CH3:15])[CH:5]=[N:6][CH:7]=1.[CH:16]#[C:17][CH2:18][CH2:19][CH2:20][CH3:21].O.C(=O)(O)[O-].[Na+]>CCN(CC)CC.Cl[Pd](Cl)([P](C1C=CC=CC=1)(C1C=CC=CC=1)C1C=CC=CC=1)[P](C1C=CC=CC=1)(C1C=CC=CC=1)C1C=CC=CC=1.[Cu]I>[C:16]([C:2]1[CH:3]=[C:4]([O:8][CH2:9][C@@H:10]2[CH2:14][CH2:13][CH2:12][N:11]2[CH3:15])[CH:5]=[N:6][CH:7]=1)#[C:17][CH2:18][CH2:19][CH2:20][CH3:21] |f:3.4,^1:37,56|. Procedure details: To a solution of 5-bromo-3-(1-methyl-2-(S)-pyrrolidinylmethoxy)-pyridine (272 mg, 1.00 mmol), bis(triphenylphosphine)palladium(II) chloride (18 mg, 0.025 mmol) and copper (I) iodide (2 mg, 0.025 mmol) in NEt3 (6.0 mL) was added 1-hexyne (0.237 mL, 2.00 mmol). The mixture was refluxed overnight and cooled to room temperature. Water (2 mL) was added, and solid sodium bicarbonate was added until the aqueous layer was saturated. The mixture was extracted with EtOAc, which was dried over MgSO4, filte... The reactants are CS(C)=O, O=C(NCCc1ccc(Cl)cc1)c1ccc(Cl)c([N+](=O)[O-])c1, ClCCl, COC(=O)Cc1ccc(O)c(F)c1, [K+], [K+], O=C([O-])[O-]. The product is COC(=O)Cc1ccc(Oc2ccc(C(=O)NCCc3ccc(Cl)cc3)cc2[N+](=O)[O-])c(F)c1. As a reaction SMILES: [CH3:42][S:43]([CH3:44])=[O:45].[Cl:20][c:21]1[cH:22][cH:23][c:24]([CH2:25][CH2:26][NH:27][C:28]([c:29]2[cH:30][c:31]([N+:36](=[O:37])[O-:38])[c:32]([Cl:35])[cH:33][cH:34]2)=[O:39])[cH:40][cH:41]1.[Cl:46][CH2:47][Cl:48].[F:1][c:2]1[cH:3][c:4]([CH2:9][C:10](=[O:11])[O:12][CH3:13])[cH:5][cH:6][c:7]1[OH:8].[K+:14].[K+:15].[O-:16][C:17]([O-:18])=[O:19]>>[F:1][c:2]1[cH:3][c:4]([CH2:9][C:10](=[O:11])[O:12][CH3:13])[cH:5][cH:6][c:7]1[O:8][c:32]1[c:31]([N+:36](=[O:37])[O-:38])[cH:30][c:29]([C:28]([NH:27][CH2:26][CH2:25][c:24]2[cH:23][cH:22][c:21]([Cl:20])[cH:41][cH:40]2)=[O:39])[cH:34][cH:33]1. Reactants: Cl (HCl), C(CCC)[Li] (Butyl lithium), BrC1=CC(=C(C=C1)SC)Cl (4-Bromo-2-chloro-1-(methylthio)benzene), C(C)(C)OB(OC(C)C)OC(C)C (triisopropylborate). Run in C1CCOC1 (THF). Conditions: temperature 20 celsius, time 1 hour. Product: ClC=1C=C(C=CC1SC)B(O)O ([3-Chloro-4-(methylthio)phenyl]boronic acid). Reaction SMILES: C([Li])CCC.Br[C:7]1[CH:12]=[CH:11][C:10]([S:13][CH3:14])=[C:9]([Cl:15])[CH:8]=1.C([O:19][B:20](OC(C)C)[O:21]C(C)C)(C)C.Cl>C1COCC1>[Cl:15][C:9]1[CH:8]=[C:7]([B:20]([OH:21])[OH:19])[CH:12]=[CH:11][C:10]=1[S:13][CH3:14]. Procedure details: Butyl lithium (15 ml, 1.9M in hexanes) was added over 40 min to a solution of the product from step b) (6.82 g) and triisopropylborate (8.0 ml) in THF (30 ml) at −78° C. and stirred for a further 1 h. 2M HCl (20 ml) was added, the mixture was warmed to 20° C. and extracted with ether (three times). The organic extracts were dried (MgSO4), evaporated and purified by chromatography (silica, petrol-ether as eluent) to give the sub-title compound (1.82 g). Starting materials: COc1cc(F)c(C)cc1C(=O)NCc1ccc(Br)cc1F, Br, CCOC(C)=O, CC(=O)O, [Cl-], [Na+]. Yields the product Cc1cc(C(=O)NCc2ccc(Br)cc2F)c(O)cc1F. As a reaction SMILES: [Br:1][c:2]1[cH:3][c:4]([F:22])[c:5]([CH2:6][NH:7][C:8]([c:9]2[c:10]([O:17][CH3:18])[cH:11][c:12]([F:16])[c:13]([CH3:15])[cH:14]2)=[O:19])[cH:20][cH:21]1.[BrH:23].[CH3:26][CH2:27][O:28][C:29](=[O:30])[CH3:31].[CH3:32][C:33](=[O:34])[OH:35].[Cl-:24].[Na+:25]>>[Br:1][c:2]1[cH:3][c:4]([F:22])[c:5]([CH2:6][NH:7][C:8]([c:9]2[c:10]([OH:17])[cH:11][c:12]([F:16])[c:13]([CH3:15])[cH:14]2)=[O:19])[cH:20][cH:21]1.